This data is from the Open Reaction Database (ORD), a public repository of structured organic reaction records. The task is: describe an organic reaction: reactants, conditions, products, and yield Reactants: CCN=C=NCCCN(C)C, Cl, Nc1ccc(CC2SC(=O)NC2=O)cc1, CN(C)C=O, O, COc1cc(O)c2c(c1)CC(C(=O)O)SCC2=O, On1nnc2ccccc21. Product: COc1cc(O)c2c(c1)CC(C(=O)Nc1ccc(CC3SC(=O)NC3=O)cc1)SCC2=O. Reaction SMILES: [CH2:35]([N:36]=[C:37]=[N:38][CH2:39][CH2:40][CH2:41][N:42]([CH3:43])[CH3:44])[CH3:45].[ClH:34].[NH2:19][c:20]1[cH:21][cH:22][c:23]([CH2:24][CH:25]2[C:26](=[O:31])[NH:27][C:28](=[O:30])[S:29]2)[cH:32][cH:33]1.[O:56]=[CH:57][N:58]([CH3:59])[CH3:60].[OH2:61].[OH:1][c:2]1[cH:3][c:4]([O:17][CH3:18])[cH:5][c:6]2[c:12]1[C:11](=[O:13])[CH2:10][S:9][CH:8]([C:14](=[O:15])[OH:16])[CH2:7]2.[OH:46][n:47]1[c:48]2[cH:49][cH:50][cH:51][cH:52][c:53]2[n:54][n:55]1>>[OH:1][c:2]1[cH:3][c:4]([O:17][CH3:18])[cH:5][c:6]2[c:12]1[C:11](=[O:13])[CH2:10][S:9][CH:8]([C:14](=[O:16])[NH:19][c:20]1[cH:21][cH:22][c:23]([CH2:24][CH:25]3[C:26](=[O:31])[NH:27][C:28](=[O:30])[S:29]3)[cH:32][cH:33]1)[CH2:7]2. Starting materials: P(=O)([O-])([O-])[O-].[K+].[K+].[K+] (potassium phosphate), COC(CCCCCNC=1C2=C(N=CN1)OC(=C2C2=CC=C(C=C2)OC)Br)=O (6-{[6-bromo-5-(4-methoxyphenyl)furo[2,3-d]pyrimidin-4-yl]amino}hexanoic acid methyl ester), FC=1C=C(C=CC1)B(O)O (3-fluorophenylboronic acid), C([O-])([O-])=O.[Cs+].[Cs+] (caesium carbonate), FC=1C=C(C=CC1)B(O)O (3-fluorophenylboronic acid). Reagents/catalysts: CC(=O)O.CC(=O)O.C1CCC(CC1)[N-]C2CCCCC2.C1CCC(CC1)[N-]C2CCCCC2.[Pd+2] (trans-bis(dicyclohexylamin)palladium(II) acetate), CC(=O)O.CC(=O)O.C1CCC(CC1)[N-]C2CCCCC2.C1CCC(CC1)[N-]C2CCCCC2.[Pd+2] (trans-bis(dicyclohexylamine)palladium(II) acetate). Run in O1CCOCC1 (dioxan). Run at temperature 80 celsius, time 16 hour. Product: COC(CCCCCNC=1C2=C(N=CN1)OC(=C2C2=CC=C(C=C2)OC)C2=CC(=CC=C2)F)=O (6-{[6-(3-Fluorophenyl)-5-(4-methoxyphenyl)furo[2,3-d]pyrimidin-4-yl]amino}hexanoic acid methyl ester). As a reaction SMILES: [CH3:1][O:2][C:3](=[O:28])[CH2:4][CH2:5][CH2:6][CH2:7][CH2:8][NH:9][C:10]1[C:11]2[C:18]([C:19]3[CH:24]=[CH:23][C:22]([O:25][CH3:26])=[CH:21][CH:20]=3)=[C:17](Br)[O:16][C:12]=2[N:13]=[CH:14][N:15]=1.[F:29][C:30]1[CH:31]=[C:32](B(O)O)[CH:33]=[CH:34][CH:35]=1.C(=O)([O-])[O-].[Cs+].[Cs+].P([O-])([O-])([O-])=O.[K+].[K+].[K+]>O1CCOCC1.CC(O)=O.CC(O)=O.C1CCC([N-]C2CCCCC2)CC1.C1CCC([N-]C2CCCCC2)CC1.[Pd+2]>[CH3:1][O:2][C:3](=[O:28])[CH2:4][CH2:5][CH2:6][CH2:7][CH2:8][NH:9][C:10]1[C:11]2[C:18]([C:19]3[CH:24]=[CH:23][C:22]([O:25][CH3:26])=[CH:21][CH:20]=3)=[C:17]([C:34]3[CH:33]=[CH:32][CH:31]=[C:30]([F:29])[CH:35]=3)[O:16][C:12]=2[N:13]=[CH:14][N:15]=1 |f:2.3.4,5.6.7.8,10.11.12.13.14|. Procedure: Add 3 mg (0.01 mmol) trans-bis(dicyclohexylamine)palladium(II) acetate [T. Bin, J. Org. Chem. 2004, 69, 4330-4335] to a mixture of 100 mg (0.22 mmol) 6-{[6-bromo-5-(4-methoxyphenyl)furo[2,3-d]pyrimidin-4-yl]amino}hexanoic acid methyl ester, 47 mg (0.34 mmol) 3-fluorophenylboronic acid and 145 mg (0.45 mmol) caesium carbonate in 5 ml dioxan, and stir for 16 h at 80° C. After adding 95 mg (0.45 mmol) potassium phosphate, a further 47 mg (0.34 mmol) 3-fluorophenylboronic acid and a spatula tip of t... The reactants are BrCCCCCC1=CC=C(C=C1)O (5-Bromo-1-(4-hydroxy-phenyl)-pentane), C(=O)([O-])[O-].[K+].[K+] (K2CO3), C(C1=CC=CC=C1)Br (benzyl bromide). The product is BrCCCCCC1=CC=C(C=C1)OCC1=CC=CC=C1 (5-Bromo-1-(4-benzyloxy-phenyl)-pentane). Procedure: 5-Bromo-1-(4-benzyloxy-phenyl)-pentane (10.4) was prepared as in 10.1 using 9.4 (2.99 g, 12.3 mmol), K2CO3 (4.24 g, 30.75 mmol) and benzyl bromide (2.31 g, 13.53 mmol). The title compound (10.4) was isolated as a white semi-solid after purification by flash column chromatography (3.11 g, 76% yield). Reaction SMILES: [Br:1][CH2:2][CH2:3][CH2:4][CH2:5][CH2:6][C:7]1[CH:12]=[CH:11][C:10]([OH:13])=[CH:9][CH:8]=1.C([O-])([O-])=O.[K+].[K+].[CH2:20](Br)[C:21]1[CH:26]=[CH:25][CH:24]=[CH:23][CH:22]=1>>[Br:1][CH2:2][CH2:3][CH2:4][CH2:5][CH2:6][C:7]1[CH:8]=[CH:9][C:10]([O:13][CH2:20][C:21]2[CH:26]=[CH:25][CH:24]=[CH:23][CH:22]=2)=[CH:11][CH:12]=1 |f:1.2.3|. Starting materials: COC=1C=C2C=C(C(=C(C2=CC1)O)C1=CC=CC=C1)CC(C)C (6-(Methyloxy)-3-(2-methylpropyl)-2-phenyl-1-naphthalenol), [H-].[Na+] (NaH), FC1=CC=C(C=O)C=C1 (4-fluorobenzaldehyde). The solvent is CN(C)C=O (DMF). The product is COC=1C=C2C=C(C(=C(C2=CC1)OC1=CC=C(C=O)C=C1)C1=CC=CC=C1)CC(C)C (4-{[6-(Methyloxy)-3-(2-methylpropyl)-2-phenyl-1-naphthalenyl]oxy}benzaldehyde). Isolated yield 83.0%. As a reaction SMILES: [CH3:1][O:2][C:3]1[CH:4]=[C:5]2[C:10](=[CH:11][CH:12]=1)[C:9]([OH:13])=[C:8]([C:14]1[CH:19]=[CH:18][CH:17]=[CH:16][CH:15]=1)[C:7]([CH2:20][CH:21]([CH3:23])[CH3:22])=[CH:6]2.[H-].[Na+].F[C:27]1[CH:34]=[CH:33][C:30]([CH:31]=[O:32])=[CH:29][CH:28]=1>CN(C=O)C>[CH3:1][O:2][C:3]1[CH:4]=[C:5]2[C:10](=[CH:11][CH:12]=1)[C:9]([O:13][C:27]1[CH:34]=[CH:33][C:30]([CH:31]=[O:32])=[CH:29][CH:28]=1)=[C:8]([C:14]1[CH:15]=[CH:16][CH:17]=[CH:18][CH:19]=1)[C:7]([CH2:20][CH:21]([CH3:23])[CH3:22])=[CH:6]2 |f:1.2|. Procedure: 6-(Methyloxy)-3-(2-methylpropyl)-2-phenyl-1-naphthalenol (105) (0.66 g, 2.16 mmol) was treated with NaH in DMF followed by addition of 4-fluorobenzaldehyde to give 0.74 g (83%) of the title compound (106) as a light yellow foam. 1H NMR (400 MHz, CDCl3): δ 0.75 (d, J=6.8 Hz, 6H), 1.60-1.70 (m, 1H), 2.47 (d, J=7.1 Hz, 2H), 3.94 (s, 3H), 6.67 (d, J=8.8 Hz, 2H), 7.05 (dd, J1=9.1 Hz, J2=2.4 Hz, 1H), 7.07-7.12 (m, 2H), 7.15-7.25 (m, 4H), 7.56 (s, 1H), 7.61 (d, J=8.6 Hz, 2H), 7.67 (d, J=9.1 Hz, 1H), 9.... The reactants are O=S1CCN(c2nc(Cl)nc3c(NCc4ccccc4)ncnc23)CC1, OC1CCCNC1. Yields the product O=S1CCN(c2nc(N3CCCC(O)C3)nc3c(NCc4ccccc4)ncnc23)CC1. Reaction SMILES: [CH2:1]([c:2]1[cH:3][cH:4][cH:5][cH:6][cH:7]1)[NH:8][c:9]1[n:10][cH:11][n:12][c:13]2[c:14]1[n:15][c:16]([Cl:26])[n:17][c:18]2[N:19]1[CH2:20][CH2:21][S:22](=[O:25])[CH2:23][CH2:24]1.[OH:27][CH:28]1[CH2:29][NH:30][CH2:31][CH2:32][CH2:33]1>>[CH2:1]([c:2]1[cH:3][cH:4][cH:5][cH:6][cH:7]1)[NH:8][c:9]1[n:10][cH:11][n:12][c:13]2[c:14]1[n:15][c:16]([N:30]1[CH2:29][CH:28]([OH:27])[CH2:33][CH2:32][CH2:31]1)[n:17][c:18]2[N:19]1[CH2:20][CH2:21][S:22](=[O:25])[CH2:23][CH2:24]1. The reactants are Cc1oc(-c2ccccc2)nc1COc1cc(CO)on1, Cc1ccccc1, CCOC(=O)N=NC(=O)OCC, C1CCOC1, COC(=O)Cc1ccccc1O, c1ccc(P(c2ccccc2)c2ccccc2)cc1. Product: COC(=O)Cc1ccccc1OCc1cc(OCc2nc(-c3ccccc3)oc2C)no1. As a reaction SMILES: [CH3:1][c:2]1[c:3]([CH2:13][O:14][c:15]2[n:16][o:17][c:18]([CH2:20][OH:21])[cH:19]2)[n:4][c:5](-[c:7]2[cH:8][cH:9][cH:10][cH:11][cH:12]2)[o:6]1.[CH3:65][c:66]1[cH:67][cH:68][cH:69][cH:70][cH:71]1.[O:53]=[C:54]([O:55][CH2:56][CH3:57])[N:58]=[N:59][C:60]([O:61][CH2:62][CH3:63])=[O:64].[O:72]1[CH2:73][CH2:74][CH2:75][CH2:76]1.[OH:22][c:23]1[c:24]([CH2:29][C:30](=[O:31])[O:32][CH3:33])[cH:25][cH:26][cH:27][cH:28]1.[c:34]1([P:35]([c:36]2[cH:37][cH:38][cH:39][cH:40][cH:41]2)[c:42]2[cH:43][cH:44][cH:45][cH:46][cH:47]2)[cH:48][cH:49][cH:50][cH:51][cH:52]1>>[CH3:1][c:2]1[c:3]([CH2:13][O:14][c:15]2[n:16][o:17][c:18]([CH2:20][O:21][c:23]3[c:24]([CH2:29][C:30](=[O:31])[O:32][CH3:33])[cH:25][cH:26][cH:27][cH:28]3)[cH:19]2)[n:4][c:5](-[c:7]2[cH:8][cH:9][cH:10][cH:11][cH:12]2)[o:6]1. Reactants: [N+](=O)([O-])C1=CC=C(C=C1)/C=C/C(=O)OCC ((E)-Ethyl 3-(4-nitrophenyl)acrylate). The reagents and catalysts are [C].[Pd] (Palladium-Carbon). Run in O1CCCC1 (tetrahydrofuran). Product: NC1=CC=C(C=C1)CCC(=O)OCC (ethyl 3-(4-aminophenyl)propionate). Yield: 94.5%. Reaction SMILES: [N+:1]([C:4]1[CH:9]=[CH:8][C:7](/[CH:10]=[CH:11]/[C:12]([O:14][CH2:15][CH3:16])=[O:13])=[CH:6][CH:5]=1)([O-])=O>O1CCCC1.[C].[Pd]>[NH2:1][C:4]1[CH:5]=[CH:6][C:7]([CH2:10][CH2:11][C:12]([O:14][CH2:15][CH3:16])=[O:13])=[CH:8][CH:9]=1 |f:2.3|. Reported procedure: (E)-Ethyl 3-(4-nitrophenyl)acrylate (11.7 g, 52.9 mmol) in tetrahydrofuran (100 ml) was hydrogenated over 10% Palladium-Carbon (1.20 g) at atmospheric pressure. After removal of the catalyst, the filtrate was concentrated in vacuo to give ethyl 3-(4-aminophenyl)propionate as a yellow oil (9.66 g, 95%). Starting materials: N1=CC=CC=C1 (pyridine), [N+](=O)([O-])C1=C(CCl)C=CC(=C1)[N+](=O)[O-] (2,4-dinitrobenzyl chloride), C(C)(=S)O (thioacetic acid). Run in C1CCOC1 (THF), ClCCl (dichloromethane). Conditions: time 2 hour. Yields the product C(C)(=O)SCC1=C(C=C(C=C1)[N+](=O)[O-])[N+](=O)[O-] (S-(2,4-dinitrobenzyl) thioacetate). The yield is 80.1%. RXN SMILES: [C:1]([OH:4])(=[S:3])[CH3:2].N1C=CC=CC=1.[N+:11]([C:14]1[CH:21]=[C:20]([N+:22]([O-:24])=[O:23])[CH:19]=[CH:18][C:15]=1[CH2:16]Cl)([O-:13])=[O:12]>C1COCC1.ClCCl>[C:1]([S:3][CH2:16][C:15]1[CH:18]=[CH:19][C:20]([N+:22]([O-:24])=[O:23])=[CH:21][C:14]=1[N+:11]([O-:13])=[O:12])(=[O:4])[CH3:2]. Procedure details: Redistilled thioacetic acid (25.73 cm3, 0.36 mol) and then dry pyridine (19.9 cm3, 0.246 mol) were added to a stirred solution of 2,4-dinitrobenzyl chloride (13.0 g, 60.0 mmol) in dry THF (180 cm3) at room temperature. After 2 h, the products were filtered and the filtrate was concentrated under reduced pressure. The residual solid obtained was dissolved in dichloromethane (300 cm3) and the resulting solution was washed in turn with saturated aqueous sodium hydrogen carbonate (300 cm3), 1.0 mol ...